This data is from the Open Reaction Database (ORD), a public repository of structured organic reaction records. The task is: describe an organic reaction: reactants, conditions, products, and yield The reactants are [Li]C(C)CC (sBuLi), CS(=O)(=O)C1=CC=C(C=C1)OC1=C(C=C(C=C1)CC)OC (4-(4-ethyl-2-methoxyphenoxy)phenyl methyl sulfone), C(=O)(OC(C)(C)C)N1C(CCC1)=O (1-BOC-2-Pyrrolidinone). Solvent: C1CCOC1 (THF), C1CCOC1 (THF). Reaction conditions: time 30 minute. Product: C(C)C1=CC(=C(OC2=CC=C(C=C2)S(=O)(=O)\C=C/2\NCCC2)C=C1)OC ((2E)-2-({[4-(4-ethyl-2-methoxyphenoxy)phenyl]sulfonyl}methylene)pyrrolidine). Isolated yield 99.8%. RXN SMILES: [CH3:1][S:2]([C:5]1[CH:10]=[CH:9][C:8]([O:11][C:12]2[CH:17]=[CH:16][C:15]([CH2:18][CH3:19])=[CH:14][C:13]=2[O:20][CH3:21])=[CH:7][CH:6]=1)(=[O:4])=[O:3].[Li]C(CC)C.C([N:34]1[CH2:38][CH2:37][CH2:36][C:35]1=O)(OC(C)(C)C)=O>C1COCC1>[CH2:18]([C:15]1[CH:16]=[CH:17][C:12]([O:11][C:8]2[CH:7]=[CH:6][C:5]([S:2](/[CH:1]=[C:35]3/[NH:34][CH2:38][CH2:37][CH2:36]/3)(=[O:3])=[O:4])=[CH:10][CH:9]=2)=[C:13]([O:20][CH3:21])[CH:14]=1)[CH3:19]. Procedure: To a solution of 4-(4-ethyl-2-methoxyphenoxy)phenyl methyl sulfone (0.44 mmol; 136 mg), in anhydrous THF (1 mL), under argon, cooled to 0° C., was added sBuLi (1.2M in cyclohexane; 0.89 mmol; 0.74 mL). After stirring for 30 min, a solution of 1-BOC-2-Pyrrolidinone (0.44 mmol; 0.08 mL) in anhydrous THF (1 mL) was slowly added. The reaction was stirred at 0° C. for 30 min. then slowly warmed up to room temperature overnight. The mixture was quenched with water and NH4Cl sat. (3 mL), extracted with... Reactants: BrCCCBr (1,3-dibromopropane), C(CCC)[Li] (n-butyllithium), cyclohexanes, C(C)(C)S(=O)(=O)C1=CC=CC=C1 (phenyl i-propyl sulphone). The solvent is O1CCCC1 (tetrahydrofuran). Conditions: temperature 0 celsius, time 30 minute. Yields the product BrCCCC(C)(S(=O)(=O)C1=CC=CC=C1)C ((5-Bromo-2-methylpentane-2-sulfonyl)benzene). The yield is 62.0%. Reaction SMILES: C([Li])CCC.[CH:6]([S:9]([C:12]1[CH:17]=[CH:16][CH:15]=[CH:14][CH:13]=1)(=[O:11])=[O:10])([CH3:8])[CH3:7].[Br:18][CH2:19][CH2:20][CH2:21]Br>O1CCCC1>[Br:18][CH2:19][CH2:20][CH2:21][C:6]([CH3:8])([S:9]([C:12]1[CH:17]=[CH:16][CH:15]=[CH:14][CH:13]=1)(=[O:10])=[O:11])[CH3:7]. Procedure: A solution of n-butyllithium in cyclohexanes (1.82M, 18 ml, 32.8 mmol) was added dropwise to a stirred solution of phenyl i-propyl sulphone (5.55 g, 30.1 mmol) in tetrahydrofuran (60 ml) at −78° C. The mixture was stirred for 30 min. and 1,3-dibromopropane (6 ml, 58.7 mmol) was added via syringe over 30 seconds. The mixture was allowed to warm to 0° C. over 3 hours, then quenched with satd. aqueous NH4Cl and extracted into 1:1 mixture of i-hexane-diethyl ether. The combined organic extracts were... Starting materials: C1COCCN1, CS(C)=O, CC(C)(C)C(=O)OCC1CSC(c2cc3cc(CCl)cc([N+](=O)[O-])c3[nH]2)=N1, CN(C)C=O. The product is CC(C)(C)C(=O)OCC1CSC(c2cc3cc(CN4CCOCC4)cc([N+](=O)[O-])c3[nH]2)=N1. Reaction SMILES: [CH2:28]1[CH2:29][O:30][CH2:31][CH2:32][NH:33]1.[CH3:39][S:40]([CH3:41])=[O:42].[Cl:1][CH2:2][c:3]1[cH:4][c:5]2[cH:6][c:7]([C:15]3=[N:19][CH:18]([CH2:20][O:21][C:22]([C:23]([CH3:24])([CH3:25])[CH3:26])=[O:27])[CH2:17][S:16]3)[nH:8][c:9]2[c:10]([N+:12](=[O:13])[O-:14])[cH:11]1.[O:34]=[CH:35][N:36]([CH3:37])[CH3:38]>>[CH2:2]([c:3]1[cH:4][c:5]2[cH:6][c:7]([C:15]3=[N:19][CH:18]([CH2:20][O:21][C:22]([C:23]([CH3:24])([CH3:25])[CH3:26])=[O:27])[CH2:17][S:16]3)[nH:8][c:9]2[c:10]([N+:12](=[O:13])[O-:14])[cH:11]1)[N:33]1[CH2:28][CH2:29][O:30][CH2:31][CH2:32]1. Reactants: C[O-].[Na+] (Sodium methoxide), CN(C1=CC=CC=C1)C (dimethylaniline), CCC(C)(OO)OOC(C)(CC)OO (methyl ethyl ketone peroxide), [O-2].[Al+3].[O-2].[O-2].[Al+3] (aluminum oxide), C1(O)=CC=C(O)C=C1 (hydroquinone). The solvent is C1(=CC=CC=C1)C (toluene), ClCCl (dichloromethane), hexanes. Yields the product C(C)(C)(C1=CC=CC=C1)OOC(C)(C)C1=CC=CC=C1 (dicumylperoxide). RXN SMILES: C[O-].[Na+].[O-2].[Al+3].[O-2].[O-2].[Al+3].[C:9]1([CH:16]=[CH:15][C:13](O)=[CH:12][CH:11]=1)O.C[CH2:18][C:19]([O:23][O:24][C:25](OO)([CH2:27]C)[CH3:26])(OO)[CH3:20].CN(C)[C:33]1[CH:38]=[CH:37][CH:36]=[CH:35][CH:34]=1>ClCCl.C1(C)C=CC=CC=1>[C:19]([O:23][O:24][C:25]([C:33]1[CH:38]=[CH:37][CH:36]=[CH:35][CH:34]=1)([CH3:27])[CH3:26])([C:9]1[CH:16]=[CH:15][CH:13]=[CH:12][CH:11]=1)([CH3:20])[CH3:18] |f:0.1,2.3.4.5.6|. Procedure details: Sodium methoxide (NaOCH3), toluene (anhydrous), dichloromethane, hexanes, activated neutral aluminum oxide (60 to 50 mesh), hydroquinone, methyl ethyl ketone peroxide, dimethylaniline, dicumylperoxide were obtained from commercial sources and used as received. The reactants are ClC1=C(C(N(C=C1)C1C(CCCC1)C)=O)C#N (4-chloro-1-(2-methylcyclohexyl)-2-oxo-1,2-dihydropyridine-3-carbonitrile), BrN1C(CCC1=O)=O (N-bromosuccinimide), O (water). The solvent is CN(C=O)C (N,N-dimethylformamide). Conditions: temperature 50 celsius. The product is BrC=1C(=C(C(N(C1)C1C(CCCC1)C)=O)C#N)Cl (5-bromo-4-chloro-1-(2-methylcyclohexyl)-2-oxo-1,2-dihydropyridine-3-carbonitrile). Isolated yield 86.1%. As a reaction SMILES: [Cl:1][C:2]1[CH:7]=[CH:6][N:5]([CH:8]2[CH2:13][CH2:12][CH2:11][CH2:10][CH:9]2[CH3:14])[C:4](=[O:15])[C:3]=1[C:16]#[N:17].[Br:18]N1C(=O)CCC1=O.O>CN(C)C=O>[Br:18][C:7]1[C:2]([Cl:1])=[C:3]([C:16]#[N:17])[C:4](=[O:15])[N:5]([CH:8]2[CH2:13][CH2:12][CH2:11][CH2:10][CH:9]2[CH3:14])[CH:6]=1. Procedure details: To a solution of 4-chloro-1-(2-methylcyclohexyl)-2-oxo-1,2-dihydropyridine-3-carbonitrile obtained in Step E (1.14 g) in N,N-dimethylformamide (9.0 mL) was added N-bromosuccinimide (993 mg) at room temperature. The reaction mixture was heated at 50° C. for 3 hr, and cooled to room temperature. The reaction mixture was poured into water, and the mixture was extracted with ethyl acetate. The extract was washed with water, and dried over anhydrous sodium sulfate, and the solvent was evaporated unde... The reactants are Cc1ccccc1, CCC(Oc1cccc([N+](=O)[O-])c1)C(=O)Cl, NCc1ccccc1, c1ccncc1. Yields the product CCC(Oc1cccc([N+](=O)[O-])c1)C(=O)NCc1ccccc1. As a reaction SMILES: [CH3:31][c:32]1[cH:33][cH:34][cH:35][cH:36][cH:37]1.[N+:15](=[O:16])([O-:17])[c:18]1[cH:19][c:20]([O:21][CH:22]([C:23](=[O:24])[Cl:25])[CH2:26][CH3:27])[cH:28][cH:29][cH:30]1.[NH2:1][CH2:2][c:3]1[cH:4][cH:5][cH:6][cH:7][cH:8]1.[cH:9]1[cH:10][cH:11][n:12][cH:13][cH:14]1>>[NH:1]([CH2:2][c:3]1[cH:4][cH:5][cH:6][cH:7][cH:8]1)[C:23]([CH:22]([O:21][c:20]1[cH:19][c:18]([N+:15](=[O:16])[O-:17])[cH:30][cH:29][cH:28]1)[CH2:26][CH3:27])=[O:24]. The reactants are ClC1=CC2=C(C(C(CN=C2C2=C(C=CC=C2)Cl)=CN(C)C)=O)C=C1 (8-chloro-1-(2-chlorophenyl)-3,4-dihydro-4-[(dimethylamino)methylene]-5H-2-benzazepine-5-one), C(C)(=O)O.C(=N)N (formamidine acetate), C(=O)N (formamide). Product: ClC1=CC2=C(C3=C(CN=C2C2=C(C=CC=C2)Cl)C=NC=N3)C=C1 (9-Chloro-7-(2chlorophenyl)-5H-pyrimido-[5,4-d][2]benzazepine). RXN SMILES: [Cl:1][C:2]1[CH:24]=[CH:23][C:5]2[C:6](=O)[C:7](=[CH:18][N:19](C)[CH3:20])[CH2:8][N:9]=[C:10]([C:11]3[CH:16]=[CH:15][CH:14]=[CH:13][C:12]=3[Cl:17])[C:4]=2[CH:3]=1.C(O)(=O)C.C(N)=[NH:30].C(N)=O>>[Cl:1][C:2]1[CH:24]=[CH:23][C:5]2[C:6]3[N:30]=[CH:20][N:19]=[CH:18][C:7]=3[CH2:8][N:9]=[C:10]([C:11]3[CH:16]=[CH:15][CH:14]=[CH:13][C:12]=3[Cl:17])[C:4]=2[CH:3]=1 |f:1.2|. Reported procedure: A mixture of 90.5 g (0.25 mol) of 8-chloro-1-(2-chlorophenyl)-3,4-dihydro-4-[(dimethylamino)methylene]-5H-2-benzazepine-5-one, 100 g (0.96 mol) of formamidine acetate and 1.0 L of formamide was heated on a steam bath for 16 hr. The mixture was cooled to 0° and the resulting precipitate collected by filtration. The precipitate was washed with water and dried to constant weight to give off-white crystals mp 120°-121° C. Starting materials: CO, COC(=O)C(Oc1ccc(Cl)cc1)c1ccc(Oc2ccc(Cl)cc2)cc1, [K+], [OH-], O. Yields the product O=C(O)C(Oc1ccc(Cl)cc1)c1ccc(Oc2ccc(Cl)cc2)cc1. Reaction SMILES: [CH3:31][OH:32].[Cl:3][c:4]1[cH:5][cH:6][c:7]([O:8][CH:9]([C:10](=[O:11])[O:12][CH3:13])[c:14]2[cH:15][cH:16][c:17]([O:20][c:21]3[cH:22][cH:23][c:24]([Cl:27])[cH:25][cH:26]3)[cH:18][cH:19]2)[cH:28][cH:29]1.[K+:2].[OH-:1].[OH2:30]>>[Cl:3][c:4]1[cH:5][cH:6][c:7]([O:8][CH:9]([C:10](=[O:11])[OH:12])[c:14]2[cH:15][cH:16][c:17]([O:20][c:21]3[cH:22][cH:23][c:24]([Cl:27])[cH:25][cH:26]3)[cH:18][cH:19]2)[cH:28][cH:29]1. Reaction SMILES: [Br:23][CH2:24][c:25]1[cH:26][cH:27][c:28]([C:31]([C:32]([F:33])([F:34])[F:35])([C:36]([F:37])([F:38])[F:39])[OH:40])[cH:29][cH:30]1.[C:41](=[O:42])([O-:43])[O-:44].[CH2:1]([CH2:2][CH2:3][CH3:4])[NH:5][C:6](=[O:7])[NH:8][c:9]1[n:10][cH:11][c:12]([C:15](=[O:16])[N:17]2[CH2:18][CH2:19][NH:20][CH2:21][CH2:22]2)[cH:13][cH:14]1.[CH3:49][C:50]#[N:51].[CH3:53][CH2:54][O:55][C:56](=[O:57])[CH3:58].[I-:48].[K+:45].[K+:46].[Na+:47].[OH2:52]>>[CH2:1]([CH2:2][CH2:3][CH3:4])[NH:5][C:6](=[O:7])[NH:8][c:9]1[n:10][cH:11][c:12]([C:15](=[O:16])[N:17]2[CH2:18][CH2:19][N:20]([CH2:24][c:25]3[cH:26][cH:27][c:28]([C:31]([C:32]([F:33])([F:34])[F:35])([C:36]([F:37])([F:38])[F:39])[OH:40])[cH:29][cH:30]3)[CH2:21][CH2:22]2)[cH:13][cH:14]1. Product: CCCCNC(=O)Nc1ccc(C(=O)N2CCN(Cc3ccc(C(O)(C(F)(F)F)C(F)(F)F)cc3)CC2)cn1. Starting materials: OC(c1ccc(CBr)cc1)(C(F)(F)F)C(F)(F)F, O=C([O-])[O-], CCCCNC(=O)Nc1ccc(C(=O)N2CCNCC2)cn1, CC#N, CCOC(C)=O, [I-], [K+], [K+], [Na+], O.